Dataset: the Open Reaction Database (ORD), a public repository of structured organic reaction records. Task: describe an organic reaction: reactants, conditions, products, and yield Starting materials: COc1ccc(COC2CC(C(O)C(Cc3cc(F)cc(F)c3)NC(C)=O)N(C(=O)OC(C)(C)C)C2)cc1, CC(C)=O, C=C(C)OC, ClCCl. Yields the product COc1ccc(COC2CC(C3OC(C)(C)N(C(C)=O)C3Cc3cc(F)cc(F)c3)N(C(=O)OC(C)(C)C)C2)cc1. RXN SMILES: [C:1]([CH3:2])([CH3:3])([CH3:4])[O:5][C:6](=[O:7])[N:8]1[CH:9]([CH:23]([CH:24]([CH2:25][c:26]2[cH:27][c:28]([F:33])[cH:29][c:30]([F:32])[cH:31]2)[NH:34][C:35]([CH3:36])=[O:37])[OH:38])[CH2:10][CH:11]([O:13][CH2:14][c:15]2[cH:16][cH:17][c:18]([O:21][CH3:22])[cH:19][cH:20]2)[CH2:12]1.[CH3:39][C:40]([CH3:41])=[O:42].[CH3:43][O:44][C:45]([CH3:46])=[CH2:47].[Cl:48][CH2:49][Cl:50]>>[C:1]([CH3:2])([CH3:3])([CH3:4])[O:5][C:6](=[O:7])[N:8]1[CH:9]([CH:23]2[CH:24]([CH2:25][c:26]3[cH:27][c:28]([F:33])[cH:29][c:30]([F:32])[cH:31]3)[N:34]([C:35]([CH3:36])=[O:37])[C:40]([CH3:39])([CH3:41])[O:38]2)[CH2:10][CH:11]([O:13][CH2:14][c:15]2[cH:16][cH:17][c:18]([O:21][CH3:22])[cH:19][cH:20]2)[CH2:12]1. The reactants are CC1=C(C=C(C=C1)OC)C (1,2-dimethyl-4-methoxybenzene), BrN1C(CCC1=O)=O (N-bromosuccinimide). The reagents and catalysts are N(=NC(C#N)(C)C)C(C#N)(C)C (2,2′-azobisisobutyronitrile). Solvent: C(Cl)(Cl)(Cl)Cl (carbon tetrachloride). The product is CC1=C(C=CC(=C1)OC)CC#N (2-methyl-4-methoxyphenylacetonitrile). The yield is 73.2%. RXN SMILES: Br[N:2]1C(=O)CC[C:3]1=O.[CH3:9][C:10]1[CH:15]=[CH:14][C:13]([O:16][CH3:17])=[CH:12][C:11]=1[CH3:18]>C(Cl)(Cl)(Cl)Cl.N(C(C)(C)C#N)=NC(C)(C)C#N>[CH3:18][C:11]1[CH:12]=[C:13]([O:16][CH3:17])[CH:14]=[CH:15][C:10]=1[CH2:9][C:3]#[N:2]. Reported procedure: Under argon atmosphere, a mixture of N-bromosuccinimide (17.8 g) and 2,2′-azobisisobutyronitrile (492 mg) was added to a solution of 1,2-dimethyl-4-methoxybenzene (13.6 g) in carbon tetrachloride (200 ml). The mixture was refluxed for 6.5 hours. The reaction mixture was cooled with ice-bath. An insoluble matter was removed by filtration, and washed with carbon tetrachloride. A combined filtrate was concentrated. The residue was dissolved into N,N-dimethylformamide (100 ml) and sodium cyanide (9....